The task is: describe an organic reaction: reactants, conditions, products, and yield. This data is from the Open Reaction Database (ORD), a public repository of structured organic reaction records. Reactants: ClC1=NC(=C(C(=N1)C)CC)C (2-Chloro-5-ethyl-4,6-dimethylpyrimidine), CC=1C(=C(C(=O)O)C=CC1)I (3-methyl-2-iodobenzoic acid), FC=1C(=C(C(=O)O)C=CC1)I (3-fluoro-2-iodobenzoic acid). Yields the product CC=1C(=C(C(=O)O)C=CC1)N1N=CC=C1 (3-Methyl-2-(1H-pyrazol-1-yl)benzoic acid). Reaction SMILES: ClC1[N:7]=[C:6](C)[C:5](CC)=[C:4](C)[N:3]=1.[CH3:12][C:13]1[C:14](I)=[C:15]([CH:19]=[CH:20][CH:21]=1)[C:16]([OH:18])=[O:17].FC1C(I)=C(C=CC=1)C(O)=O>>[CH3:12][C:13]1[C:14]([N:7]2[CH:6]=[CH:5][CH:4]=[N:3]2)=[C:15]([CH:19]=[CH:20][CH:21]=1)[C:16]([OH:18])=[O:17]. Reported procedure: The title compound was prepared in a manner analogous to Intermediate 36 substituting 3-methyl-2-iodobenzoic acid for 3-fluoro-2-iodobenzoic acid. 1H NMR (500 MHz, CDCl3): 7.79 (d, J=7.4 Hz, 2H), 7.48 (d, J=7.5 Hz, 1H), 7.42 (t, J=7.6 Hz, 1H), 6.53 (s, 1H), 2.07 (s, 3H). Starting materials: C(C#C)Br (propargyl bromine), C(C)OC(OCC)OCC (triethylorthoformate). Reagents/catalysts: [I-].[Zn+2].[I-] (zinc iodide). Yields the product BrCC#CC(OCC)OCC (4-Bromo-1,1-diethoxy-2-butyne). Reaction SMILES: [CH2:1]([Br:4])[C:2]#[CH:3].[CH2:5]([O:7][CH:8](OCC)[O:9][CH2:10][CH3:11])[CH3:6]>[I-].[Zn+2].[I-]>[Br:4][CH2:1][C:2]#[C:3][CH:8]([O:9][CH2:10][CH3:11])[O:7][CH2:5][CH3:6] |f:2.3.4|. Reported procedure: 4-Bromo-1,1-diethoxy-2-butyne (Reagent L) was prepared according to the procedure of R. Epsystein and S. Marszak, Bull. Soc. Chim. Fr., I, pp. 313-17 (1968). A total of 74.1 g. (0.40 mole) of propargyl bromine, 59.28 g. (0.40 mole) of triethylorthoformate, and 3.2 g. (0.010 mole) of zinc iodide were combined in a reaction flask fitted with a packed distillation column and a stillhead. The mixture was heated to 100°-110° C. and ethanol was removed by slow distillation over 2.5 hours. Hexane (96 m... The reactants are C=O (formaldehyde), C(=O)([O-])[O-].[Na+].[Na+] (Na2CO3), NC=1C=C(C=NC1Cl)C1=CC2=C(N=C(S2)NC(C)=O)C=C1 (N-(6-(5-amino-6-chloropyridin-3-yl)benzo[d]thiazol-2-yl)acetamide), [BH4-].[Na+] (NaBH4), C=O (formaldehyde), OS(=O)(=O)O (H2SO4), [BH3-]C#N.[Na+] (NaCNBH3). Run in C1CCOC1 (THF). Run at time 2 hour. Product: ClC1=C(C=C(C=N1)C1=CC2=C(N=C(S2)NC(C)=O)C=C1)N(C)C (N-(6-(6-Chloro-5-(dimethylamino)pyridin-3-yl)benzo[d]thiazol-2-yl)acetamide). RXN SMILES: N[C:2]1[CH:3]=[C:4]([C:9]2[CH:21]=[CH:20][C:12]3[N:13]=[C:14]([NH:16][C:17](=[O:19])[CH3:18])[S:15][C:11]=3[CH:10]=2)[CH:5]=[N:6][C:7]=1[Cl:8].[BH4-].[Na+].C=O.OS(O)(=O)=O.[BH3-][C:32]#[N:33].[Na+].[C:35]([O-])([O-])=O.[Na+].[Na+]>C1COCC1>[Cl:8][C:7]1[N:6]=[CH:5][C:4]([C:9]2[CH:21]=[CH:20][C:12]3[N:13]=[C:14]([NH:16][C:17](=[O:19])[CH3:18])[S:15][C:11]=3[CH:10]=2)=[CH:3][C:2]=1[N:33]([CH3:32])[CH3:35] |f:1.2,5.6,7.8.9|. Procedure: A suspension of N-(6-(5-amino-6-chloropyridin-3-yl)benzo[d]thiazol-2-yl)acetamide (500 mg, 1568 μmol) and NaBH4 (500 mg, 13216 μmol) in THF (4 mL) was cooled with an ice bath. A cold mixture of formaldehyde (700 μL, 9325 μmol) and H2SO4 (3000 μl, 9000 μmol) was added slowly. More formaldehyde (700 μL, 9325 μmol) was added followed by the addition of NaCNBH3 (excess). The mixture was neutralized with Na2CO3 and the mixture was aged at 40° C. for 2 h. After standing overnight at rt, the mixture wa... The reactants are CSC=1C=CC(=NC1)C(C(C=C)=O)CC1CCOCC1 (4-[5-(methylsulfanyl)pyridin-2-yl]-5-(tetrahydro-2H-pyran-4-yl)pent-1-en-3-one), C(C)O (ethanol), O1CCCC1 (tetrahydrofuran), OC(COC)C1=CN=C(S1)C=O (5-(1-hydroxy-2-methoxyethyl)-1,3-thiazole-2-carbaldehyde). Reagents/catalysts: [Cl-].C(C1=CC=CC=C1)[N+]1=CSC(=C1C)CCO (3-benzyl-5-(2-hydroxyethyl)-4-methyl-1,3-thiazol-3-ium chloride). The solvent is C(C)N(CC)CC (triethylamine), C(C)(=O)OCC (ethyl acetate). The product is OC(COC)C1=CN=C(S1)C(CCC(C(CC1CCOCC1)C1=NC=C(C=C1)SC)=O)=O (1-[5-(1-hydroxy-2-methoxyethyl)-1,3-thiazol-2-yl]-5-[5-(methylsulfanyl)pyridin-2-yl]-6-(tetrahydro-2H-pyran-4-yl)hexane-1,4-dione). The yield is 37.3%. RXN SMILES: [CH3:1][S:2][C:3]1[CH:4]=[CH:5][C:6]([CH:9]([CH2:14][CH:15]2[CH2:20][CH2:19][O:18][CH2:17][CH2:16]2)[C:10](=[O:13])[CH:11]=[CH2:12])=[N:7][CH:8]=1.C(O)C.O1CCCC1.[OH:29][CH:30]([C:34]1[S:38][C:37]([CH:39]=[O:40])=[N:36][CH:35]=1)[CH2:31][O:32][CH3:33]>[Cl-].C([N+]1C(C)=C(CCO)SC=1)C1C=CC=CC=1.C(OCC)(=O)C.C(N(CC)CC)C>[OH:29][CH:30]([C:34]1[S:38][C:37]([C:39](=[O:40])[CH2:12][CH2:11][C:10](=[O:13])[CH:9]([C:6]2[CH:5]=[CH:4][C:3]([S:2][CH3:1])=[CH:8][N:7]=2)[CH2:14][CH:15]2[CH2:16][CH2:17][O:18][CH2:19][CH2:20]2)=[N:36][CH:35]=1)[CH2:31][O:32][CH3:33] |f:4.5|. Procedure: To a solution of 4-[5-(methylsulfanyl)pyridin-2-yl]-5-(tetrahydro-2H-pyran-4-yl)pent-1-en-3-one (168 mg) in a mixed solvent of ethanol (1.5 mL) and tetrahydrofuran (1.5 mL) were added 5-(1-hydroxy-2-methoxyethyl)-1,3-thiazole-2-carbaldehyde (119 mg), 3-benzyl-5-(2-hydroxyethyl)-4-methyl-1,3-thiazol-3-ium chloride (15.5 mg) and triethylamine (32.1 μL), and the mixture was stirred with heating under reflux for 2 hr. After cooling to room temperature, the reaction mixture was diluted with ethyl ace...